From a dataset of the Open Reaction Database (ORD), a public repository of structured organic reaction records. describe an organic reaction: reactants, conditions, products, and yield Reactants: C(C)(C)(C)OC(NC1CN(CC1)C1=NC(=C(C=C1)N)N)=O ([1-(5,6-diamino-pyridin-2-yl)-pyrrolidin-3-yl]-carbamic acid tert-butyl ester), COC(OC)OC (trimethylorthoformate), C(=O)(O)[O-].[Na+] (NaHCO3). The reagents and catalysts are C1(=CC=CC=C1)S(=O)(=O)O (benzenesulfonic acid). Run in C1(=CC=CC=C1)C (toluene). Product: C(C)(C)(C)OC(NC1=CN(CC1)C1=CC=C2C(=N1)NC=N2)=O ([1-(3H-imidazo[4,5-b]pyridine-5-yl)-pyrrolin-3-yl]-carbamic acid tert-butyl ester). Yield: 95.4%. RXN SMILES: [C:1]([O:5][C:6](=[O:21])[NH:7][CH:8]1[CH2:12][CH2:11][N:10]([C:13]2[CH:18]=[CH:17][C:16]([NH2:19])=[C:15]([NH2:20])[N:14]=2)[CH2:9]1)([CH3:4])([CH3:3])[CH3:2].[CH3:22]OC(OC)OC.C([O-])(O)=O.[Na+]>C1(S(O)(=O)=O)C=CC=CC=1.C1(C)C=CC=CC=1>[C:1]([O:5][C:6](=[O:21])[NH:7][C:8]1[CH2:12][CH2:11][N:10]([C:13]2[N:14]=[C:15]3[NH:20][CH:22]=[N:19][C:16]3=[CH:17][CH:18]=2)[CH:9]=1)([CH3:4])([CH3:2])[CH3:3] |f:2.3|. Procedure: The solution of [1-(5,6-diamino-pyridin-2-yl)-pyrrolidin-3-yl]-carbamic acid tert-butyl ester (2 g, 6.82 mmole), trimethylorthoformate (3.83 g, 25.9 mmole), benzenesulfonic acid (43 mg, 0.27 mmole) and toluene (100 ml) was heated to reflux overnight. The reaction solution was basified with NaHCO3 and concentrated to afford crude [1-(3H-imidazo[4,5-b]pyridine-5-yl)-pyrrolin-3-yl]-carbamic acid tert-butyl ester (1.96 g, 94%) as a dark green solid. MS(ESI) m/z 304 [M+1]. Starting materials: C([O-])(O)=O.[Na+] (sodium bicarbonate), C[Si](CCOCN1N=C(C=C1)NC1=CC=CC(=N1)CC1(CCNCC1)O)(C)C (4-((6-((1-((2-(trimethylsilyl)ethoxy)methyl)-1H-pyrazol-3-yl)amino)pyridin-2-yl)methyl)piperidin-4-ol), ClC=1C(=C(C(=O)O)C=CC1)F (3-chloro-2-fluorobenzoic acid), O.OC1=CC=CC=2NN=NC21 (hydroxybenzotriazole hydrate), Cl.CN(CCCN=C=NCC)C (1-(3-dimethylaminopropyl)-3-ethylcarbodiimide hydrochloride). Run in C(Cl)(Cl)Cl (chloroform). Conditions: time 8 hour. Product: ClC=1C(=C(C(=O)N2CCC(CC2)(O)CC2=NC(=CC=C2)NC2=NN(C=C2)COCC[Si](C)(C)C)C=CC1)F (1-(3-chloro-2-fluorobenzoyl)-4-((6-((1-((2-(trimethylsilyl)ethoxy)methyl)-1H-pyrazol-3-yl)amino)pyridin-2-yl)methyl)piperidin-4-ol). RXN SMILES: [CH3:1][Si:2]([CH3:28])([CH3:27])[CH2:3][CH2:4][O:5][CH2:6][N:7]1[CH:11]=[CH:10][C:9]([NH:12][C:13]2[N:18]=[C:17]([CH2:19][C:20]3([OH:26])[CH2:25][CH2:24][NH:23][CH2:22][CH2:21]3)[CH:16]=[CH:15][CH:14]=2)=[N:8]1.[Cl:29][C:30]1[C:31]([F:39])=[C:32]([CH:36]=[CH:37][CH:38]=1)[C:33](O)=[O:34].O.OC1C2N=NNC=2C=CC=1.Cl.CN(C)CCCN=C=NCC.C(=O)(O)[O-].[Na+]>C(Cl)(Cl)Cl>[Cl:29][C:30]1[C:31]([F:39])=[C:32]([CH:36]=[CH:37][CH:38]=1)[C:33]([N:23]1[CH2:22][CH2:21][C:20]([CH2:19][C:17]2[CH:16]=[CH:15][CH:14]=[C:13]([NH:12][C:9]3[CH:10]=[CH:11][N:7]([CH2:6][O:5][CH2:4][CH2:3][Si:2]([CH3:27])([CH3:1])[CH3:28])[N:8]=3)[N:18]=2)([OH:26])[CH2:25][CH2:24]1)=[O:34] |f:2.3,4.5,6.7|. Reported procedure: To a solution of 204 mg of 4-((6-((1-((2-(trimethylsilyl)ethoxy)methyl)-1H-pyrazol-3-yl)amino)pyridin-2-yl)methyl)piperidin-4-ol in 10 ml of chloroform were added 132 mg of 3-chloro-2-fluorobenzoic acid, 116 mg of hydroxybenzotriazole hydrate and 194 mg of 1-(3-dimethylaminopropyl)-3-ethylcarbodiimide hydrochloride at room temperature, followed by stirring the reaction mixture at room temperature overnight. The reaction mixture was poured into saturated aqueous sodium bicarbonate solution, and e... Reactants: aqueous solution, [OH-].[K+] (potassium hydroxide), ClC=1C=NC=C(C1CC(=O)C1=CC=C(C2=C1C=C(O2)C(C2=CC=CC=C2)O)OC)Cl ((±)-4-[2-(3,5-Dichloro-4-pyridyl)-1-oxoethyl)-2-(hydroxyphenylmethyl)-7-methoxybenzofuran). Solvent: CC(=O)C.OS(=O)(=O)O.O=[Cr](=O)=O (Jones' reagent). Reaction conditions: time 10 minute. Product: C(C1=CC=CC=C1)(=O)C=1OC2=C(C1)C(=CC=C2OC)C(CC2=C(C=NC=C2Cl)Cl)=O (2-Benzoyl-4-[2-(3,5-dichloro-4-pyridyl)-1-oxoethyl]-7-methoxybenzofuran). The yield is 66.3%. Reaction SMILES: [Cl:1][C:2]1[CH:3]=[N:4][CH:5]=[C:6]([Cl:30])[C:7]=1[CH2:8][C:9]([C:11]1[C:16]2[CH:17]=[C:18]([CH:20]([OH:27])[C:21]3[CH:26]=[CH:25][CH:24]=[CH:23][CH:22]=3)[O:19][C:15]=2[C:14]([O:28][CH3:29])=[CH:13][CH:12]=1)=[O:10].[OH-].[K+]>CC(C)=O.OS(O)(=O)=O.O=[Cr](=O)=O>[C:20]([C:18]1[O:19][C:15]2[C:14]([O:28][CH3:29])=[CH:13][CH:12]=[C:11]([C:9](=[O:10])[CH2:8][C:7]3[C:2]([Cl:1])=[CH:3][N:4]=[CH:5][C:6]=3[Cl:30])[C:16]=2[CH:17]=1)(=[O:27])[C:21]1[CH:26]=[CH:25][CH:24]=[CH:23][CH:22]=1 |f:1.2,3.4.5|. Reported procedure: Compound 164a (1.0 g) obtained in Step A was dissolved in face tone (200 ml) and 2.67M Jones' reagent (1.0 ml) was added thereto, followed by stirring at room temperature for 10 minutes. A 1N aqueous solution of potassium hydroxide was added to the reaction solution and the mixture was extracted with chloroform. The organic layer was washed with a saturated saline and dried over anhydrous magnesium sulfate, and the solvent was distilled off. The residue was triturated with diethyl ether to give ... Reactants: ClCCl (dichloromethane), FC1=CC2=C(N=C(S2)SC)C=C1N1N=C(N(C1=O)C)C (1-(6-fluoro-2-(methylthio)benzo[d]thiazol-5-yl)-3,4-dimethyl-1H-1,2,4-triazol-5(4H)-one), ClC=1C=C(C(=O)OO)C=CC1 (m-chloroperoxybenzoic acid). Solvent: O (water). Conditions: time 10 minute. Product: FC1=CC2=C(N=C(S2)S(=O)C)C=C1N1N=C(N(C1=O)C)C (1-(6-fluoro-2-(methylsulfinyl)benzo[d]thiazol-5-yl)-3,4-dimethyl-1H-1,2,4-triazol-5(4H)-one). Yield: 93.0%. Reaction SMILES: ClCCl.[F:4][C:5]1[C:15]([N:16]2[C:20](=[O:21])[N:19]([CH3:22])[C:18]([CH3:23])=[N:17]2)=[CH:14][C:8]2[N:9]=[C:10]([S:12][CH3:13])[S:11][C:7]=2[CH:6]=1.ClC1C=C(C=CC=1)C(OO)=[O:29]>O>[F:4][C:5]1[C:15]([N:16]2[C:20](=[O:21])[N:19]([CH3:22])[C:18]([CH3:23])=[N:17]2)=[CH:14][C:8]2[N:9]=[C:10]([S:12]([CH3:13])=[O:29])[S:11][C:7]=2[CH:6]=1. Reported procedure: 10 mL dichloromethane was charged with 0.001 mol 1-(6-fluoro-2-(methylthio)benzo[d]thiazol-5-yl)-3,4-dimethyl-1H-1,2,4-triazol-5(4H)-one. The mixture was stirred for 10 mins and then 0.0011 mol m-chloroperoxybenzoic acid (MCPBA) were added. After stirring at room temperature for 2 hours, the mixture was poured into 30 mL of water, extracted with 15 mL dichloromethane twice. Organic phases were combined and dried over anhydrous sodium sulfate. Filtration and removal of solvent under vacuum gave t...